This data is from the Open Reaction Database (ORD), a public repository of structured organic reaction records. The task is: describe an organic reaction: reactants, conditions, products, and yield The reactants are BrC1=C(C=CC2=CC=C(C=C12)S(=O)(=O)C)N(C(OC(C)(C)C)=O)CC=CCl (tert-butyl 1-bromo-7-(methylsulfonyl)-2-naphthyl(3-chloro-2-propen-1-yl)carbamate), CCCC[SnH](CCCC)CCCC (Bu3SnH), CC(C)(C#N)N=NC(C)(C)C#N (AIBN). Solvent: C1=CC=CC=C1 (benzene). The product is ClCC1CN(C=2C=CC3=C(C12)C=C(C=C3)S(=O)(=O)C)C(=O)OC(C)(C)C (tert-butyl 1-(chloromethyl)-8-(methylsulfonyl)-1,2-dihydro-3H-benzo[e]indole-3-carboxylate). Isolated yield 66.0%. RXN SMILES: Br[C:2]1[C:11]2[C:6](=[CH:7][CH:8]=[C:9]([S:12]([CH3:15])(=[O:14])=[O:13])[CH:10]=2)[CH:5]=[CH:4][C:3]=1[N:16]([CH2:24][CH:25]=[CH:26][Cl:27])[C:17](=[O:23])[O:18][C:19]([CH3:22])([CH3:21])[CH3:20].CCCC[SnH](CCCC)CCCC.CC(N=NC(C#N)(C)C)(C#N)C>C1C=CC=CC=1>[Cl:27][CH2:26][CH:25]1[C:2]2[C:11]3[CH:10]=[C:9]([S:12]([CH3:15])(=[O:13])=[O:14])[CH:8]=[CH:7][C:6]=3[CH:5]=[CH:4][C:3]=2[N:16]([C:17]([O:18][C:19]([CH3:21])([CH3:22])[CH3:20])=[O:23])[CH2:24]1. Reported procedure: A solution of 204 (1.60 g, 3.37 mmol) in dry benzene (30 mL) was treated with Bu3SnH (0.91 mL, 3.38 mmol) followed by AIBN (0.1 g, 0.6 mmol). The mixture was stirred under N2 at reflux for 2 h, then concentrated under reduced pressure. The residue was dissolved in EtOAc, and the solution was diluted with hexane and refrigerated. The resulting semisolid was chromatographed on silica gel, eluting with CH2Cl2/EtOAc (19:1), and the product was triturated with i-Pr2O/hexane to give tert-butyl 1-(chlo... Starting materials: FC(C(=O)O)(F)F.C(C)OC1=CC(=C(OC2=C3C(=NC=N2)N(N=C3)C3CCNCC3)C=C1)F (4-(4-ethoxy-2-fluoro-phenoxy)-1-piperidin-4-yl-1H-pyrazolo[3,4-d]pyrimidine trifluoroacetate salt), ClC(=O)OC(C)C (Isopropyl chloroformate), FC(C(=O)O)(F)F.N1CCC(CC1)N1N=CC=2C1=NC=NC2OC2=C(C#N)C=CC=C2 (2-(1-piperidin-4-yl-1H-pyrazolo[3,4-d]pyrimidine-4-yloxy)-benzonitrile trifluoroacetate salt), C(C)(C)N(CC)C(C)C (diisopropylethylamine), C(C)(C)(C)OC(=O)N1CCC(CC1)N1N=CC=2C1=NC=NC2OC2=C(C=CC=C2)C#N (4-[4-(2-cyano-phenoxy)-pyrazolo[3,4-d]pyrimidin-1-yl]-piperidine-1-carboxylic acid tert-butyl ester). Solvent: O (Water), ClCCl (dichloromethane). Conditions: time 8 hour. Yields the product C(C)(C)OC(=O)N1CCC(CC1)N1N=CC=2C1=NC=NC2OC2=C(C=CC=C2)C#N (4-[4-(2-cyano-phenoxy)-pyrazolo[3,4-d]pyrimidin-1-yl]-piperidine-1-carboxylic acid isopropyl ester). Yield: 70.0%. Reaction SMILES: ClC(OC(C)C)=O.FC(F)(F)C(O)=O.N1CCC(N2C3=NC=NC(OC4C=CC=CC=4C#N)=C3C=N2)CC1.[C:39]([O:43][C:44]([N:46]1[CH2:51][CH2:50][CH:49]([N:52]2[C:56]3=[N:57][CH:58]=[N:59][C:60]([O:61][C:62]4[CH:67]=[CH:66][CH:65]=[CH:64][C:63]=4[C:68]#[N:69])=[C:55]3[CH:54]=[N:53]2)[CH2:48][CH2:47]1)=[O:45])(C)([CH3:41])[CH3:40].FC(F)(F)C(O)=O.C(OC1C=CC(OC2N=CN=C3N(C4CCNCC4)N=CC=23)=C(F)C=1)C.C(N(C(C)C)CC)(C)C>ClCCl.O>[CH:39]([O:43][C:44]([N:46]1[CH2:47][CH2:48][CH:49]([N:52]2[C:56]3=[N:57][CH:58]=[N:59][C:60]([O:61][C:62]4[CH:67]=[CH:66][CH:65]=[CH:64][C:63]=4[C:68]#[N:69])=[C:55]3[CH:54]=[N:53]2)[CH2:50][CH2:51]1)=[O:45])([CH3:41])[CH3:40] |f:1.2,4.5|. Procedure details: Isopropyl chloroformate (Aldrich Chemical Company, Inc., Milwaukee, Wis., USA 1M in toluene; 0.34 mL, 0.34 mmol) was added to a mixture of 2-(1-piperidin-4-yl-1H-pyrazolo[3,4-d]pyrimidine-4-yloxy)-benzonitrile trifluoroacetate salt (which was prepared from 4-[4-(2-cyano-phenoxy)-pyrazolo[3,4-d]pyrimidin-1-yl]-piperidine-1-carboxylic acid tert-butyl ester [Example 45] following the procedure described for the preparation of Intermediate 29; 150 mg, 0.344 mmol), diisopropylethylamine (133 mg, 1.03... The reactants are [H-], O=Cc1ccc([N+](=O)[O-])o1, [Na+], C1CCOC1, Fc1cc2nc(S)[nH]c2cc1Cl. RXN SMILES: [H-:13].[N+:15]([O-:16])(=[O:17])[c:18]1[cH:19][cH:20][c:21]([CH:23]=[O:24])[o:22]1.[Na+:14].[O:25]1[CH2:26][CH2:27][CH2:28][CH2:29]1.[SH:1][c:2]1[nH:3][c:4]2[c:5]([n:6]1)[cH:7][c:8]([F:12])[c:9]([Cl:11])[cH:10]2>>[S:1]([c:2]1[nH:3][c:4]2[c:5]([n:6]1)[cH:7][c:8]([F:12])[c:9]([Cl:11])[cH:10]2)[c:18]1[cH:19][cH:20][c:21]([CH:23]=[O:24])[o:22]1. The product is O=Cc1ccc(Sc2nc3cc(F)c(Cl)cc3[nH]2)o1. The reactants are [H-].[Na+] (sodium hydride), C1COCCOCCOCCOCCO1 (15-crown-5), FC=1C(=CNC1C=1C(=NC=CC1)F)CN(C(OC(C)(C)C)=O)C (tert-butyl {[4-fluoro-5-(2-fluoropyridin-3-yl)-1H-pyrrol-3-yl]methyl}methylcarbamate), N1=C(C=CC=C1)S(=O)(=O)Cl (pyridine-2-sulfonyl chloride). The solvent is O (water), O1CCCC1 (tetrahydrofuran), O1CCCC1 (tetrahydrofuran). Reaction conditions: time 0.5 hour. The product is FC=1C(=CN(C1C=1C(=NC=CC1)F)S(=O)(=O)C1=NC=CC=C1)CN(C(OC(C)(C)C)=O)C (tert-butyl {[4-fluoro-5-(2-fluoropyridin-3-yl)-1-(pyridin-2-ylsulfonyl)-1H-pyrrol-3-yl]methyl}methylcarbamate). Yield: 95.0%. Reaction SMILES: [H-].[Na+].C1OCCOCCOCCOCCOC1.[F:18][C:19]1[C:20]([CH2:31][N:32]([CH3:40])[C:33](=[O:39])[O:34][C:35]([CH3:38])([CH3:37])[CH3:36])=[CH:21][NH:22][C:23]=1[C:24]1[C:25]([F:30])=[N:26][CH:27]=[CH:28][CH:29]=1.[N:41]1[CH:46]=[CH:45][CH:44]=[CH:43][C:42]=1[S:47](Cl)(=[O:49])=[O:48]>O1CCCC1.O>[F:18][C:19]1[C:20]([CH2:31][N:32]([CH3:40])[C:33](=[O:39])[O:34][C:35]([CH3:36])([CH3:37])[CH3:38])=[CH:21][N:22]([S:47]([C:42]2[CH:43]=[CH:44][CH:45]=[CH:46][N:41]=2)(=[O:49])=[O:48])[C:23]=1[C:24]1[C:25]([F:30])=[N:26][CH:27]=[CH:28][CH:29]=1 |f:0.1|. Reported procedure: To a suspension of sodium hydride (60% in oil, 26 mg) in tetrahydrofuran (4 mL) were added dropwise 15-crown-5 (0.13 mL), a solution of tert-butyl {[4-fluoro-5-(2-fluoropyridin-3-yl)-1H-pyrrol-3-yl]methyl}methylcarbamate (162 mg) in tetrahydrofuran (1 mL) and pyridine-2-sulfonyl chloride (133 mg) under ice-cooling, and the mixture was stirred for 0.5 hr. The reaction mixture was diluted with water, and extracted with ethyl acetate. The separated aqueous layer was extracted again with ethyl aceta... Reactants: C(CCC)[Li] (n-butyllithium), CC1=CC=CC=2N1C=NC2 (5-methylimidazo[1,5-a]pyridine), BrCCCCC(OCC)(OCC)OCC (5-bromo-1,1,1-triethoxypentane), [Li]CC1=CC=CC=2N1C=NC2 (5-(lithiomethyl)imidazo[1,5-a]pyridine). Run in CCCCCC (hexane), O1CCCC1 (tetrahydrofuran), O1CCCC1 (tetrahydrofuran). The product is C(C)OC(=O)CCCCCC1=CC=CC=2N1C=NC2 (5-(5-ethoxycarbonylpentyl)-imidazo[1,5-a]pyridine). Reaction SMILES: [CH3:1][C:2]1[N:7]2[CH:8]=[N:9][CH:10]=[C:6]2[CH:5]=[CH:4][CH:3]=1.C([Li])CCC.[Li]CC1N2C=NC=C2C=CC=1.Br[CH2:28][CH2:29][CH2:30][CH2:31][C:32](OCC)([O:36]CC)[O:33][CH2:34][CH3:35]>O1CCCC1.CCCCCC>[CH2:34]([O:33][C:32]([CH2:31][CH2:30][CH2:29][CH2:28][CH2:1][C:2]1[N:7]2[CH:8]=[N:9][CH:10]=[C:6]2[CH:5]=[CH:4][CH:3]=1)=[O:36])[CH3:35]. Procedure: To a solution of 50 g of 5-methylimidazo[1,5-a]pyridine [J. Org. Chem. 40, 1210 (1975)] in 625 ml of tetrahydrofuran precooled to -75° is added, under nitrogen atmosphere, 175 ml of 2.4N n-butyllithium in hexane while maintaining temperature below -53°. The solution of 5-(lithiomethyl)imidazo[1,5-a]pyridine, is cooled back to -75° and a solution of 121.8 g of 5-bromo-1,1,1-triethoxypentane in 125 ml of tetrahydrofuran is added rapidly at which time the temperature rises to -60°. The reaction mix...